From a dataset of the Open Reaction Database (ORD), a public repository of structured organic reaction records. describe an organic reaction: reactants, conditions, products, and yield Conditions: temperature 60 celsius. Product: O=C1NCCCN2C1=CC=1C=CC(=CC21)C(=O)NC2=C(C(=O)O)C=CC=C2 (2-{[(1-oxo-2,3,4,5-tetrahydro-1H-[1,4]diazepino[1,2-a]indol-8-yl)carbonyl]amino}benzoic acid). Reported procedure: A suspension of methyl 2-{[(1-oxo-2,3,4,5-tetrahydro-1H-[1,4]diazepino[1,2-a]indol-8-yl)carbonyl]amino}benzoate (503 mg, 1.3 mmol) in methanol (7 mL) and 2M NaOH solution (2.0 mL, 4.0 mmol) is heated at 60° C. for 3 h. 1M HCl solution (10 mL) and water (80 mL) are added. The resulting solid is collected by filtration and dried to afford the title compound (438 mg, 90%). Isolated yield 92.7%. Run in CO (methanol). As a reaction SMILES: [O:1]=[C:2]1[C:8]2=[CH:9][C:10]3[CH:11]=[CH:12][C:13]([C:16]([NH:18][C:19]4[CH:28]=[CH:27][CH:26]=[CH:25][C:20]=4[C:21]([O:23]C)=[O:22])=[O:17])=[CH:14][C:15]=3[N:7]2[CH2:6][CH2:5][CH2:4][NH:3]1.[OH-].[Na+].Cl.O>CO>[O:1]=[C:2]1[C:8]2=[CH:9][C:10]3[CH:11]=[CH:12][C:13]([C:16]([NH:18][C:19]4[CH:28]=[CH:27][CH:26]=[CH:25][C:20]=4[C:21]([OH:23])=[O:22])=[O:17])=[CH:14][C:15]=3[N:7]2[CH2:6][CH2:5][CH2:4][NH:3]1 |f:1.2|. Reactants: O=C1NCCCN2C1=CC=1C=CC(=CC21)C(=O)NC2=C(C(=O)OC)C=CC=C2 (methyl 2-{[(1-oxo-2,3,4,5-tetrahydro-1H-[1,4]diazepino[1,2-a]indol-8-yl)carbonyl]amino}benzoate), [OH-].[Na+] (NaOH), Cl (HCl), O (water).